This data is from the Open Reaction Database (ORD), a public repository of structured organic reaction records. The task is: describe an organic reaction: reactants, conditions, products, and yield Reactants: Cl (HCl), Cl.BrC=1C=C2C=3CCCC(C3NC2=CC1)NCCC1=CC=CC=C1 (6-bromo-N-(2-phenylethyl)-2,3,4,9-tetrahydro-1H-carbazol-1-amine hydrochloride salt), C(C)(C)N(CC)C(C)C (diisopropylethyl amine), CI (methyl iodide). Solvent: C1CCOC1 (THF). Run at time 12 hour. Product: Cl.BrC=1C=C2C=3CCCC(C3NC2=CC1)N(CCC1=CC=CC=C1)C (6-Bromo-N-methyl-N-(2-phenylethyl)-2,3,4,9-tetrahydro-1H-carbazol-1-amine hydrochloride salt), solid. The yield is 20.0%. Reaction SMILES: [ClH:1].[Br:2][C:3]1[CH:4]=[C:5]2[C:13](=[CH:14][CH:15]=1)[NH:12][C:11]1[CH:10]([NH:16][CH2:17][CH2:18][C:19]3[CH:24]=[CH:23][CH:22]=[CH:21][CH:20]=3)[CH2:9][CH2:8][CH2:7][C:6]2=1.[CH:25](N(C(C)C)CC)(C)C.CI.Cl>C1COCC1>[ClH:1].[Br:2][C:3]1[CH:4]=[C:5]2[C:13](=[CH:14][CH:15]=1)[NH:12][C:11]1[CH:10]([N:16]([CH3:25])[CH2:17][CH2:18][C:19]3[CH:24]=[CH:23][CH:22]=[CH:21][CH:20]=3)[CH2:9][CH2:8][CH2:7][C:6]2=1 |f:0.1,6.7|. Procedure details: 6-Bromo-N-methyl-N-(2-phenylethyl)-2,3,4,9-tetrahydro-1H-carbazol-1-amine hydrochloride salt was prepared from 6-bromo-N-(2-phenylethyl)-2,3,4,9-tetrahydro-1H-carbazol-1-amine hydrochloride salt (0.05 g, 0.12 mmol), diisopropylethyl amine (0.04 mL, 0.25 mmol) and methyl iodide (0.008 mL, 0.12 mmol) in THF (2.0 mL). The reagents were added to a round bottom flask and allowed to stir for 12 hrs. at room temperature under inert atmosphere. The solvent was evaporated, ethyl acetate was added (10 mL)...